Dataset: the Open Reaction Database (ORD), a public repository of structured organic reaction records. Task: describe an organic reaction: reactants, conditions, products, and yield The reactants are [BH4-], O=C(CCl)c1cc(OCc2ccccc2)cc2[nH]c(=O)ccc12, [Cl-], [Li+], [Na+], [Na+], C1CCOC1, [OH-]. Yields the product O=c1ccc2c(C3CO3)cc(OCc3ccccc3)cc2[nH]1. Reaction SMILES: [BH4-:24].[CH2:1]([c:2]1[cH:3][cH:4][cH:5][cH:6][cH:7]1)[O:8][c:9]1[cH:10][c:11]([C:20]([CH2:21][Cl:22])=[O:23])[c:12]2[cH:13][cH:14][c:15](=[O:19])[nH:16][c:17]2[cH:18]1.[Cl-:29].[Li+:25].[Na+:27].[Na+:28].[O:30]1[CH2:31][CH2:32][CH2:33][CH2:34]1.[OH-:26]>>[CH2:1]([c:2]1[cH:3][cH:4][cH:5][cH:6][cH:7]1)[O:8][c:9]1[cH:10][c:11]([CH:20]2[CH2:21][O:23]2)[c:12]2[cH:13][cH:14][c:15](=[O:19])[nH:16][c:17]2[cH:18]1. Procedure details: Similar procedure as described in example 131 was used, starting from (1-chloro-7-methoxy-isoquinolin-3-yl)-(5-methyl-1H-pyrazol-3-yl)-amine and N-methyl-pyrazole-4-boronic acid to give (5-methyl-1H-pyrazol-3-yl)-[1-(1H-pyrazol-4-yl)-7-methoxy-isoquinolin-3-yl]-amine. LC-MS m/e 335(MH+). Product: CC1=CC(=NN1)NC=1N=C(C2=CC(=CC=C2C1)OC)C=1C=NNC1 ((5-methyl-1H-pyrazol-3-yl)-[1-(1H-pyrazol-4-yl)-7-methoxy-isoquinolin-3-yl]-amine). As a reaction SMILES: Cl[C:2]1[C:11]2[C:6](=[CH:7][CH:8]=[C:9]([O:12][CH3:13])[CH:10]=2)[CH:5]=[C:4]([NH:14][C:15]2[CH:19]=[C:18]([CH3:20])[NH:17][N:16]=2)[N:3]=1.C[N:22]1[CH:26]=[C:25](B(O)O)[CH:24]=[N:23]1>>[CH3:20][C:18]1[NH:17][N:16]=[C:15]([NH:14][C:4]2[N:3]=[C:2]([C:25]3[CH:26]=[N:22][NH:23][CH:24]=3)[C:11]3[C:6]([CH:5]=2)=[CH:7][CH:8]=[C:9]([O:12][CH3:13])[CH:10]=3)[CH:19]=1. The reactants are ClC1=NC(=CC2=CC=C(C=C12)OC)NC1=NNC(=C1)C ((1-chloro-7-methoxy-isoquinolin-3-yl)-(5-methyl-1H-pyrazol-3-yl)-amine), CN1N=CC(=C1)B(O)O (N-methyl-pyrazole-4-boronic acid).